From a dataset of the Open Reaction Database (ORD), a public repository of structured organic reaction records. describe an organic reaction: reactants, conditions, products, and yield Starting materials: CC(C(=O)NC1=NC(=CC=C1)COCCC(F)(F)F)(C)C (2,2-dimethyl-N-[6-(3,3,3-trifluoro-propoxymethyl)-pyridin-2-yl]-propionamide), [OH-].[Na+] (NaOH). The product is FC(CCOCC1=CC=CC(=N1)N)(F)F (6-(3,3,3-Trifluoro-propoxymethyl)-pyridin-2-ylamine). Reaction SMILES: CC(C)(C)C([NH:5][C:6]1[CH:11]=[CH:10][CH:9]=[C:8]([CH2:12][O:13][CH2:14][CH2:15][C:16]([F:19])([F:18])[F:17])[N:7]=1)=O.[OH-].[Na+]>>[F:19][C:16]([F:17])([F:18])[CH2:15][CH2:14][O:13][CH2:12][C:8]1[N:7]=[C:6]([NH2:5])[CH:11]=[CH:10][CH:9]=1 |f:1.2|. Procedure: This material was prepared in analogy to example 86 step B] from 2,2-dimethyl-N-[6-(3,3,3-trifluoro-propoxymethyl)-pyridin-2-yl]-propionamide (0.2 g) and 3M aqueous NaOH (1.31 mL) as a brown oil (0.159 g). MS (ESI): 221.2 (MH+). Starting materials: Cl (Hydrochloric acid), C(#N)C1=C(C(=C(C2=C1N=C(O2)N2CCC(CC2)C(=O)OCC)N2C[C@H](CC2)N(C)C)C2=CC=CC=C2)C (Ethyl 1-{4-cyano-7-[(3S)-3-(dimethylamino)pyrrolidin-1-yl]-5-methyl-6-phenyl-1,3-benzoxazol-2-yl}piperidine-4-carboxylate), [OH-].[Na+] (sodium hydroxide), [OH-].[Na+] (sodium hydroxide). Run in O1CCCC1 (tetrahydrofuran). Run at time 19 hour. The product is C(#N)C1=C(C(=C(C2=C1N=C(O2)N2CCC(CC2)C(=O)O)N2C[C@H](CC2)N(C)C)C2=CC=CC=C2)C (1-{4-Cyano-7-[(3S)-3-(dimethylamino)pyrrolidin-1-yl]-5-methyl-6-phenyl-1,3-benzoxazol-2-yl}piperidine-4-carboxylic acid). Yield: 73.1%. As a reaction SMILES: [C:1]([C:3]1[C:8]2[N:9]=[C:10]([N:12]3[CH2:17][CH2:16][CH:15]([C:18]([O:20]CC)=[O:19])[CH2:14][CH2:13]3)[O:11][C:7]=2[C:6]([N:23]2[CH2:27][CH2:26][C@H:25]([N:28]([CH3:30])[CH3:29])[CH2:24]2)=[C:5]([C:31]2[CH:36]=[CH:35][CH:34]=[CH:33][CH:32]=2)[C:4]=1[CH3:37])#[N:2].[OH-].[Na+].Cl>O1CCCC1>[C:1]([C:3]1[C:8]2[N:9]=[C:10]([N:12]3[CH2:17][CH2:16][CH:15]([C:18]([OH:20])=[O:19])[CH2:14][CH2:13]3)[O:11][C:7]=2[C:6]([N:23]2[CH2:27][CH2:26][C@H:25]([N:28]([CH3:30])[CH3:29])[CH2:24]2)=[C:5]([C:31]2[CH:36]=[CH:35][CH:34]=[CH:33][CH:32]=2)[C:4]=1[CH3:37])#[N:2] |f:1.2|. Procedure: Ethyl 1-{4-cyano-7-[(3S)-3-(dimethylamino)pyrrolidin-1-yl]-5-methyl-6-phenyl-1,3-benzoxazol-2-yl}piperidine-4-carboxylate (I-162) (0.26 g, 0.52 mmol) was dissolved in tetrahydrofuran (10 ml), then 1 N sodium hydroxide (0.60 ml, 0.60 mmol) was added. After stirring at room temperature for 19 hours, 1 N sodium hydroxide (0.40 ml, 0.40 mmol) was further added, followed by stirring at room temperature for 24 hours. 1 N Hydrochloric acid (1.00 ml, 1.00 mmol) was added, then the solvent was evaporated...